Dataset: the Open Reaction Database (ORD), a public repository of structured organic reaction records. Task: describe an organic reaction: reactants, conditions, products, and yield The reactants are ClCCl, CN(C)S(=O)(=O)Cl, CCN(C(C)C)C(C)C, Cl, Cl, COc1cc2ncnc(Nc3cccc(Cl)c3F)c2cc1OC1CCNCC1. Product: COc1cc2ncnc(Nc3cccc(Cl)c3F)c2cc1OC1CCN(S(=O)(=O)N(C)C)CC1. RXN SMILES: [CH2:47]([Cl:48])[Cl:49].[CH3:1][N:2]([S:3](=[O:4])(=[O:5])[Cl:6])[CH3:7].[CH:38]([N:39]([CH:40]([CH3:41])[CH3:42])[CH2:43][CH3:44])([CH3:45])[CH3:46].[ClH:8].[ClH:9].[NH:10]1[CH2:11][CH2:12][CH:13]([O:16][c:17]2[cH:18][c:19]3[c:20]([NH:29][c:30]4[c:31]([F:37])[c:32]([Cl:36])[cH:33][cH:34][cH:35]4)[n:21][cH:22][n:23][c:24]3[cH:25][c:26]2[O:27][CH3:28])[CH2:14][CH2:15]1>>[CH3:1][N:2]([S:3](=[O:4])(=[O:5])[N:10]1[CH2:11][CH2:12][CH:13]([O:16][c:17]2[cH:18][c:19]3[c:20]([NH:29][c:30]4[c:31]([F:37])[c:32]([Cl:36])[cH:33][cH:34][cH:35]4)[n:21][cH:22][n:23][c:24]3[cH:25][c:26]2[O:27][CH3:28])[CH2:14][CH2:15]1)[CH3:7].